From a dataset of the Open Reaction Database (ORD), a public repository of structured organic reaction records. describe an organic reaction: reactants, conditions, products, and yield Product: COCOc1c(C)c(C)c2c(c1C)CCC(C)(C=C(Cl)Cl)O2. Starting materials: ClC(Cl)(Cl)Cl, COCOc1c(C)c(C)c2c(c1C)CCC(C)(C=O)O2, ClCCl, [Zn], c1ccc(P(c2ccccc2)c2ccccc2)cc1. RXN SMILES: [C:20]([Cl:21])([Cl:22])([Cl:23])[Cl:24].[CH3:25][O:26][CH2:27][O:28][c:29]1[c:30]([CH3:44])[c:31]2[c:36]([c:37]([CH3:40])[c:38]1[CH3:39])[O:35][C:34]([CH:41]=[O:42])([CH3:43])[CH2:33][CH2:32]2.[Cl:45][CH2:46][Cl:47].[Zn:48].[c:1]1([P:2]([c:3]2[cH:4][cH:5][cH:6][cH:7][cH:8]2)[c:9]2[cH:10][cH:11][cH:12][cH:13][cH:14]2)[cH:15][cH:16][cH:17][cH:18][cH:19]1>>[C:20]([Cl:21])([Cl:24])=[CH:41][C:34]1([CH3:43])[CH2:33][CH2:32][c:31]2[c:30]([CH3:44])[c:29]([O:28][CH2:27][O:26][CH3:25])[c:38]([CH3:39])[c:37]([CH3:40])[c:36]2[O:35]1. The reactants are C(=O)(O)C=1C=C2CCC(NC2=CC1)=O (6-carboxy-3,4-dihydrocarbostyril), C([O-])(O)=O.[Na+] (sodium bicarbonate), P(=O)(OCC)(OCC)Cl (diethyl chlorophosphate), C(\C=C(/C)\CCC=C(C)C)N1CCNCC1 (geranylpiperazine). Solvent: O1CCCC1 (THF), C(C)N(CC)CC (triethylamine), O1CCCC1 (THF), O1CCCC1 (THF). Product: Cl.C(\C=C(/C)\CCC=C(C)C)N1CCN(CC1)C(=O)C1=C2CCC(NC2=CC=C1)=O (5-(4-geranyl-1-piperazinylcarbonyl)-3,4-dihydrocarbostyril.hydrochloride). As a reaction SMILES: C([C:4]1[CH:5]=[C:6]2[C:11](=[CH:12][CH:13]=1)[NH:10][C:9](=[O:14])[CH2:8][CH2:7]2)(O)=O.P([Cl:23])(OCC)([O:17][CH2:18]C)=O.[CH2:24]([N:34]1[CH2:39][CH2:38][NH:37][CH2:36][CH2:35]1)/[CH:25]=[C:26](/[CH2:28][CH2:29][CH:30]=[C:31]([CH3:33])[CH3:32])\[CH3:27].C(=O)(O)[O-].[Na+]>O1CCCC1.C(N(CC)CC)C>[ClH:23].[CH2:24]([N:34]1[CH2:35][CH2:36][N:37]([C:18]([C:5]2[CH:4]=[CH:13][CH:12]=[C:11]3[C:6]=2[CH2:7][CH2:8][C:9](=[O:14])[NH:10]3)=[O:17])[CH2:38][CH2:39]1)/[CH:25]=[C:26](/[CH2:28][CH2:29][CH:30]=[C:31]([CH3:32])[CH3:33])\[CH3:27] |f:3.4,7.8|. Reported procedure: 1.6 Grams of 6-carboxy-3,4-dihydrocarbostyril and 0.8 ml of triethylamine were suspended in 10 ml of THF (tetrahydrofuran), to this suspension was added dropwise 10 ml of THF solution containing 1.0 g of diethyl chlorophosphate at room temperature under stirring, then the whole mixture was stirred at room temperature for 3 hours. Then to this reaction mixture was added dropwise 10 ml of THF solution containing 1.4 g of geranylpiperazine, then the whole reaction mixture was stirred further at roo... Reactants: O=C([O-])O, CCOC(C)=O, N#CCOc1cc(Cl)cc([N+](=O)[O-])c1, [Na+], O, O, Cl[Sn]Cl. The product is N#CCOc1cc(N)cc(Cl)c1. Reaction SMILES: [C:20](=[O:21])([OH:22])[O-:23].[CH3:25][CH2:26][O:27][C:28](=[O:29])[CH3:30].[Cl:1][c:2]1[cH:3][c:4]([O:5][CH2:6][C:7]#[N:8])[cH:9][c:10]([N+:12]([O-:13])=[O:14])[cH:11]1.[Na+:24].[OH2:15].[OH2:16].[Sn:17]([Cl:18])[Cl:19]>>[Cl:1][c:2]1[cH:3][c:4]([O:5][CH2:6][C:7]#[N:8])[cH:9][c:10]([NH2:12])[cH:11]1. Reaction conditions: time 30 minute. Reactants: Br.[N+](=O)([O-])C=1C=C(C=CC1)C=1N=C(SC1)N (4-(3-nitro-phenyl)-thiazol-2-ylamine hydrobromide), COC=1C=C(C=CC1OC)S(=O)(=O)Cl (3,4-dimethoxy-benzenesulfonyl chloride), Cl (hydrochloric acid). Run in N1=CC=CC=C1 (pyridine). Procedure: A mixture of 0.5 g of 4-(3-nitro-phenyl)-thiazol-2-ylamine hydrobromide with 0.43 g of 3,4-dimethoxy-benzenesulfonyl chloride was stirred overnight with 2 ml of pyridine. The resulting, red colored suspension was poured into 30 ml of 1N hydrochloric acid and the organic phase was separated and dissolved in a mixture of 20 ml of ethanol and 20 ml of 2N sodium hydroxide solution. After the addition of 0.5 g of active charcoal the mixture was stirred at room temperature for 30 minutes and subsequen... As a reaction SMILES: Br.[N+:2]([C:5]1[CH:6]=[C:7]([C:11]2[N:12]=[C:13]([NH2:16])[S:14][CH:15]=2)[CH:8]=[CH:9][CH:10]=1)([O-:4])=[O:3].[CH3:17][O:18][C:19]1[CH:20]=[C:21]([S:27](Cl)(=[O:29])=[O:28])[CH:22]=[CH:23][C:24]=1[O:25][CH3:26].Cl>N1C=CC=CC=1>[CH3:17][O:18][C:19]1[CH:20]=[C:21]([S:27]([NH:16][C:13]2[S:14][CH:15]=[C:11]([C:7]3[CH:8]=[CH:9][CH:10]=[C:5]([N+:2]([O-:4])=[O:3])[CH:6]=3)[N:12]=2)(=[O:28])=[O:29])[CH:22]=[CH:23][C:24]=1[O:25][CH3:26] |f:0.1|. Isolated yield 17.2%. The product is COC=1C=C(C=CC1OC)S(=O)(=O)NC=1SC=C(N1)C1=CC(=CC=C1)[N+](=O)[O-] (3,4-dimethoxy-N-[4-(3-nitro-phenyl)-thiazol-2-yl]-benzenesulfonamide).